This data is from the Open Reaction Database (ORD), a public repository of structured organic reaction records. The task is: describe an organic reaction: reactants, conditions, products, and yield The reactants are [N+](=O)([O-])C=1C=C([N+](=CC1)[O-])C=1[N+](=CC=C(C1)[N+](=O)[O-])[O-] (4,4′-dinitro-2,2′-bipyridine-1,1′-dioxide), [BH4-].[Na+] (sodium borohydride). Reagents/catalysts: [Pd] (Pd/C). Solvent: Cl (HCl), CO (methanol). Reaction conditions: temperature 0 celsius, time 48 hour. The product is NC1=CC(=NC=C1)C1=NC=CC(=C1)N (4,4′-diamino-2,2′-bipyridine). RXN SMILES: [N+:1]([C:4]1[CH:5]=[C:6]([C:11]2[N+:12]([O-])=[CH:13][CH:14]=[C:15]([N+:17]([O-])=O)[CH:16]=2)[N+:7]([O-])=[CH:8][CH:9]=1)([O-])=O.[BH4-].[Na+]>CO.Cl.[Pd]>[NH2:17][C:15]1[CH:14]=[CH:13][N:12]=[C:11]([C:6]2[CH:5]=[C:4]([NH2:1])[CH:9]=[CH:8][N:7]=2)[CH:16]=1 |f:1.2|. Procedure details: 1.34 g of 4,4′-dinitro-2,2′-bipyridine-1,1′-dioxide was suspended in 75 mL of methanol under argon. The mixture was cooled to 0° C. then 0.5 g of 5% Pd/C was added followed by portion wise addition of 1.82 g of sodium borohydride over 10 minutes. The mixture was allowed to warm to room temperature then stirred for 48 hours. The mixture was filtered through a two inch plug of Celite.® Rotary evaporation of the filtrate yielded an off-white solid that was dissolved in 100 mL of 20% HCl. Insoluble ... Starting materials: C(CCCCCCCCCCCCCCC)SCC(O)CO ((±)-1-S-hexadecylthioglycerol), C1(=CC=CC=C1)C(C1=CC=CC=C1)(C1=CC=CC=C1)Cl (triphenylmethyl chloride). Solvent: N1=CC=CC=C1 (pyridine). Run at time 36 hour. Yields the product C(CCCCCCCCCCCCCCC)SCC(O)COC(C1=CC=CC=C1)(C1=CC=CC=C1)C1=CC=CC=C1 ((±)-1-S-hexadecyl-3-O-tritylthioglycerol). The yield is 98.3%. RXN SMILES: [CH2:1]([S:17][CH2:18][CH:19]([CH2:21][OH:22])[OH:20])[CH2:2][CH2:3][CH2:4][CH2:5][CH2:6][CH2:7][CH2:8][CH2:9][CH2:10][CH2:11][CH2:12][CH2:13][CH2:14][CH2:15][CH3:16].[C:23]1([C:29](Cl)([C:36]2[CH:41]=[CH:40][CH:39]=[CH:38][CH:37]=2)[C:30]2[CH:35]=[CH:34][CH:33]=[CH:32][CH:31]=2)[CH:28]=[CH:27][CH:26]=[CH:25][CH:24]=1>N1C=CC=CC=1>[CH2:1]([S:17][CH2:18][CH:19]([CH2:21][O:22][C:29]([C:23]1[CH:28]=[CH:27][CH:26]=[CH:25][CH:24]=1)([C:36]1[CH:37]=[CH:38][CH:39]=[CH:40][CH:41]=1)[C:30]1[CH:31]=[CH:32][CH:33]=[CH:34][CH:35]=1)[OH:20])[CH2:2][CH2:3][CH2:4][CH2:5][CH2:6][CH2:7][CH2:8][CH2:9][CH2:10][CH2:11][CH2:12][CH2:13][CH2:14][CH2:15][CH3:16]. Reported procedure: To a round bottom flask equipped with a magnetic stir bar and drying tube, a solution of 70 grams (0.2 mole) (±)-1-S-hexadecylthioglycerol in 300 milliliters of pyridine was added, followed by the addition of 76.0 grams (0.27 mole) triphenylmethyl chloride. The reaction mixture was stirred at room temperature. After 36 hours, the pyridine was removed in vacuo and the resulting oil was dissolved in 450 milliliters of CHCl3. The solution was extracted twice with 500 milliliter portions of 5% HCl, ... Reactants: OC1=CC=C(C=C1)/C=C(/C(=O)OCC)\C ((E)-ethyl 3-(4-hydroxyphenyl)-2-methylacrylate), [H-].[Na+] (sodium hydride), BrC=1C2=C(S(C1C1=CC=C(C=C1)OC)=O)C=C(C=C2)OC (3-bromo-6-methoxy-2-(4-methoxyphenyl)benzo[b]thiophene 1-oxide). Solvent: CN(C)C=O (DMF), CN(C)C=O (DMF). Run at time 30 minute. The product is COC=1C=CC2=C(S(C(=C2OC2=CC=C(C=C2)/C=C(/C(=O)OCC)\C)C2=CC=C(C=C2)OC)=O)C1 ((E)-ethyl 3-(4-((6-methoxy-2-(4-methoxyphenyl)-1-oxidobenzo[b]thiophen-3-yl)oxy)phenyl)-2-methylacrylate). Yield: 86.0%. RXN SMILES: [OH:1][C:2]1[CH:7]=[CH:6][C:5](/[CH:8]=[C:9](\[CH3:15])/[C:10]([O:12][CH2:13][CH3:14])=[O:11])=[CH:4][CH:3]=1.[H-].[Na+].Br[C:19]1[C:20]2[CH:36]=[CH:35][C:34]([O:37][CH3:38])=[CH:33][C:21]=2[S:22](=[O:32])[C:23]=1[C:24]1[CH:29]=[CH:28][C:27]([O:30][CH3:31])=[CH:26][CH:25]=1>CN(C=O)C>[CH3:38][O:37][C:34]1[CH:35]=[CH:36][C:20]2[C:19]([O:1][C:2]3[CH:3]=[CH:4][C:5](/[CH:8]=[C:9](\[CH3:15])/[C:10]([O:12][CH2:13][CH3:14])=[O:11])=[CH:6][CH:7]=3)=[C:23]([C:24]3[CH:29]=[CH:28][C:27]([O:30][CH3:31])=[CH:26][CH:25]=3)[S:22](=[O:32])[C:21]=2[CH:33]=1 |f:1.2|. Reported procedure: To a solution of (E)-ethyl 3-(4-hydroxyphenyl)-2-methylacrylate (92 mg, 0.445 mmol) in DMF (2.0 mL) was added sodium hydride (60% suspension in oil, 17.79 mg, 0.445 mmol), the resulting mixture was allowed to stir for 30 min at room temperature. To the solution was added 3-bromo-6-methoxy-2-(4-methoxyphenyl)benzo[b]thiophene 1-oxide (125 mg, 0.342 mmol) as a suspension in DMF (2.0 mL). The reaction was heated to 80° C. for 15 h. Upon completion the reaction was cooled to room temperature, quench... Reactants: OC1=C(C=CC(=C1OC)OC)C1=C2CCC(C2=CC=C1)=O (4-(2-Hydroxy-3,4-dimethoxy-phenyl)-indan-1-one), OC1=C(C=CC(=C1OC)OC)C1=C2CCC(C2=CC=C1)=O (4-(2-Hydroxy-3,4-dimethoxy-phenyl)-indan-1-one), C([O-])([O-])=O.[K+].[K+] (potassium carbonate), BrCC1(COC1)COC (3-(bromomethyl)-3-(methoxymethyl)oxetane). Solvent: C(C)#N (acetonitrile), O (water). Conditions: temperature 70 celsius. Product: COC=1C(=C(C=CC1OC)C1=C2CCC(C2=CC=C1)=O)OCC1(COC1)COC (4-[3,4-Dimethoxy-2-(3-methoxymethyl-oxetan-3-ylmethoxy)-phenyl]-indan-1-one). As a reaction SMILES: [OH:1][C:2]1[C:7]([O:8][CH3:9])=[C:6]([O:10][CH3:11])[CH:5]=[CH:4][C:3]=1[C:12]1[CH:20]=[CH:19][CH:18]=[C:17]2[C:13]=1[CH2:14][CH2:15][C:16]2=[O:21].C(=O)([O-])[O-].[K+].[K+].Br[CH2:29][C:30]1([CH2:34][O:35][CH3:36])[CH2:33][O:32][CH2:31]1>C(#N)C.O>[CH3:9][O:8][C:7]1[C:2]([O:1][CH2:29][C:30]2([CH2:34][O:35][CH3:36])[CH2:33][O:32][CH2:31]2)=[C:3]([C:12]2[CH:20]=[CH:19][CH:18]=[C:17]3[C:13]=2[CH2:14][CH2:15][C:16]3=[O:21])[CH:4]=[CH:5][C:6]=1[O:10][CH3:11] |f:1.2.3|. Procedure details: To a stirring solution of 4-(2-Hydroxy-3,4-dimethoxy-phenyl)-indan-1-one (Compound 303) (100 mg, 0.352 mmol) in acetonitrile (15 mL), were added potassium carbonate (145 mg, 1.056 mmol) and 3-(bromomethyl)-3-(methoxymethyl)oxetane (102 mg, 0.528 mmol) and the resultant reaction mixture was heated to 70° C. for 16 h. The reaction mixture was diluted with water and extracted with ethyl acetate (3×). The combined ethyl acetate layer was washed with brine and dried over anhydrous sodium sulphate and... Reactants: COCCCOc1ccccc1C(=O)NCC(CC(NC(=O)OC(C)(C)C)C1CO1)C(C)C, CO, [Cl-], [N-]=[N+]=[N-], [NH4+], [Na+]. Yields the product COCCCOc1ccccc1C(=O)NCC(CC(NC(=O)OC(C)(C)C)C(O)CN=[N+]=[N-])C(C)C. Reaction SMILES: [CH3:1][O:2][CH2:3][CH2:4][CH2:5][O:6][c:7]1[c:8]([C:9](=[O:10])[NH:11][CH2:12][CH:13]([CH2:14][CH:15]([CH:16]2[O:17][CH2:18]2)[NH:19][C:20]([O:21][C:22]([CH3:23])([CH3:24])[CH3:25])=[O:26])[CH:27]([CH3:28])[CH3:29])[cH:30][cH:31][cH:32][cH:33]1.[CH3:40][OH:41].[Cl-:38].[N-:35]=[N+:36]=[N-:37].[NH4+:39].[Na+:34]>>[CH3:1][O:2][CH2:3][CH2:4][CH2:5][O:6][c:7]1[c:8]([C:9](=[O:10])[NH:11][CH2:12][CH:13]([CH2:14][CH:15]([CH:16]([OH:17])[CH2:18][N:35]=[N+:36]=[N-:37])[NH:19][C:20]([O:21][C:22]([CH3:23])([CH3:24])[CH3:25])=[O:26])[CH:27]([CH3:28])[CH3:29])[cH:30][cH:31][cH:32][cH:33]1. The reactants are CC1=C(C=C(C(=C1)OCC1=CC=CC=C1)C)O (2,5-dimethyl-4-(phenylmethoxy)phenol), C(CCC)Br (butyl bromide), C([O-])([O-])=O.[K+].[K+] (potassium carbonate). Solvent: C(C)#N (acetonitrile). Yields the product C(CCC)OC1=C(C=C(C(=C1)C)OCC1=CC=CC=C1)C (1-Butoxy-2,5-dimethyl-4-(phenylmethoxy)benzene). Isolated yield 78.1%. As a reaction SMILES: [CH3:1][C:2]1[CH:7]=[C:6]([O:8][CH2:9][C:10]2[CH:15]=[CH:14][CH:13]=[CH:12][CH:11]=2)[C:5]([CH3:16])=[CH:4][C:3]=1[OH:17].[CH2:18](Br)[CH2:19][CH2:20][CH3:21].C(=O)([O-])[O-].[K+].[K+]>C(#N)C>[CH2:18]([O:17][C:3]1[CH:4]=[C:5]([CH3:16])[C:6]([O:8][CH2:9][C:10]2[CH:11]=[CH:12][CH:13]=[CH:14][CH:15]=2)=[CH:7][C:2]=1[CH3:1])[CH2:19][CH2:20][CH3:21] |f:2.3.4|. Reported procedure: A mixture of 13.4 g (59 mmol) of 2,5-dimethyl-4-(phenylmethoxy)phenol (Example K), 9.7 g (1.2×59 mmol) of butyl bromide and 12.2 g (1.5×59 mmol) of anhydrous potassium carbonate in 150 mL of acetonitrile is stirred at reflux for 40 hours. The reaction flask and inorganic residue are washed with acetonitrile and the filtrate is evaporated. Chromatography on a 3.5 cm column containing 175 g of basic alumina (activity grade I) prepared in 2:1 hexane-toluene and elution with the same solvent affords... Reactants: Cl (Hydrochloric acid), C1(=CC=CC=C1)C (toluene), [H-].C(C(C)C)[Al+]CC(C)C (diisobutylaluminum hydride), CC1=CC=C(C=C1)S(=O)(=O)N1C=C(C=C1C1=CC=CC=C1)C(=O)OCC (ethyl 1-[(4-methylphenyl)sulfonyl]-5-phenyl-1H-pyrrole-3-carboxylate). Run in O1CCCC1 (tetrahydrofuran). Reaction conditions: temperature -78 celsius, time 1 hour. Yields the product CC1=CC=C(C=C1)S(=O)(=O)N1C=C(C=C1C1=CC=CC=C1)CO ({1-[(4-Methylphenyl)sulfonyl]-5-phenyl-1H-pyrrol-3-yl}methanol). The yield is 90.7%. RXN SMILES: [CH3:1][C:2]1[CH:7]=[CH:6][C:5]([S:8]([N:11]2[C:15]([C:16]3[CH:21]=[CH:20][CH:19]=[CH:18][CH:17]=3)=[CH:14][C:13]([C:22](OCC)=[O:23])=[CH:12]2)(=[O:10])=[O:9])=[CH:4][CH:3]=1.C1(C)C=CC=CC=1.[H-].C([Al+]CC(C)C)C(C)C.Cl>O1CCCC1>[CH3:1][C:2]1[CH:3]=[CH:4][C:5]([S:8]([N:11]2[C:15]([C:16]3[CH:21]=[CH:20][CH:19]=[CH:18][CH:17]=3)=[CH:14][C:13]([CH2:22][OH:23])=[CH:12]2)(=[O:10])=[O:9])=[CH:6][CH:7]=1 |f:2.3|. Procedure details: A solution (30 mL) of ethyl 1-[(4-methylphenyl)sulfonyl]-5-phenyl-1H-pyrrole-3-carboxylate (2.85 g) in tetrahydrofuran was cooled to −78° C., and a 1.5 mol/l toluene solution (12.8 mL) of diisobutylaluminum hydride was added dropwise over 30 min, and the mixture was further stirred at −78° C. for 1 hr. 1 mol/l Hydrochloric acid (20 mL) was added to the reaction mixture, and the mixture was extracted with ethyl acetate. The extract was washed with saturated brine, dried over anhydrous sodium sulf...